Dataset: the Open Reaction Database (ORD), a public repository of structured organic reaction records. Task: describe an organic reaction: reactants, conditions, products, and yield The reactants are C1(=CC=CC=C1)C(N1CCC(CC1)C(=O)OCC)(C1=CC=CC=C1)C1=CC=CC=C1 (ethyl N-triphenylmethyl-4-piperidine-carboxylate), [OH-].[Na+] (sodium hydroxide), [H-].[Al+3].[Li+].[H-].[H-].[H-] (lithium aluminium hydride). Solvent: O1CCCC1 (tetrahydrofuran), O1CCCC1 (tetrahydrofuran), O1CCCC1 (tetrahydrofuran). Reaction conditions: time 4 hour. The product is C1(=CC=CC=C1)C(N1CCC(CC1)CO)(C1=CC=CC=C1)C1=CC=CC=C1 (N-Triphenylmethyl-4-piperidinemethanol). The yield is 84.0%. RXN SMILES: [H-].[Al+3].[Li+].[H-].[H-].[H-].[C:7]1([C:13]([C:31]2[CH:36]=[CH:35][CH:34]=[CH:33][CH:32]=2)([C:25]2[CH:30]=[CH:29][CH:28]=[CH:27][CH:26]=2)[N:14]2[CH2:19][CH2:18][CH:17]([C:20](OCC)=[O:21])[CH2:16][CH2:15]2)[CH:12]=[CH:11][CH:10]=[CH:9][CH:8]=1.[OH-].[Na+]>O1CCCC1>[C:7]1([C:13]([C:31]2[CH:36]=[CH:35][CH:34]=[CH:33][CH:32]=2)([C:25]2[CH:26]=[CH:27][CH:28]=[CH:29][CH:30]=2)[N:14]2[CH2:19][CH2:18][CH:17]([CH2:20][OH:21])[CH2:16][CH2:15]2)[CH:8]=[CH:9][CH:10]=[CH:11][CH:12]=1 |f:0.1.2.3.4.5,7.8|. Procedure: To a suspension of 10.6 g of lithium aluminium hydride in 300 ml of dried tetrahydrofuran, a solution of 112 g of ethyl N-triphenylmethyl-4-piperidine-carboxylate in 400 ml of dried tetrahydrofuran was added dropwise under ice-cooling, and the mixture was stirred at room temperature for 4 hours. The reaction mixture was added dropwise with a mixture of tetrahydrofuran and 10% aqueous sodium hydroxide solution under ice-cooling. An insoluble matter was filtered off and washed with tetrahydrofuran... Starting materials: C[Sn](C)(C)Cl (trimethyltin chloride), C1(=CC=C(C=C1)[Mg]Br)C (p-tolylmagnesium bromide), [Cl-].[NH4+] (ammonium chloride). Run in C1CCOC1 (THF). Conditions: time 1 hour. The product is C[Sn](C=1C=CC=C(C1)C)(C)C (5-(trimethylstannyl)toluene), 25.4. Yield: 92.0%. RXN SMILES: [CH3:1][Sn:2](Cl)([CH3:4])[CH3:3].[C:6]1([CH3:14])[CH:11]=[CH:10][C:9]([Mg]Br)=[CH:8][CH:7]=1.[Cl-].[NH4+]>C1COCC1>[CH3:1][Sn:2]([CH3:4])([CH3:3])[C:10]1[CH:9]=[CH:8][CH:7]=[C:6]([CH3:14])[CH:11]=1 |f:2.3|. Reported procedure: To a solution of 21.5 g (100 mmol) trimethyltin chloride in 500 mL THF at -35° C. was added 113 mL (113 mmol) 1.0M p-tolylmagnesium bromide over 3 minutes. The mixture was allowed to warm to RT and stir for 1 hour after which time was added saturated aqueous ammonium chloride. The mixture was extracted three times with ether. The comined organic material was washed with brine, was dried over MgSO4, was stripped of solvent in vacuo, then was distilled at 0.1 Torr with the title compound distillin... Starting materials: ClC1=CC=C(C=C1)C=C(C(=O)OCC)C#N (ethyl 3-(4-chlorophenyl)-2-cyanoacrylate), [BH4-].[Na+] (NaBH4), [Si](C)(C)(C(C)(C)C)Cl (TBS-Cl), ClC1=CC=C(CC(C#N)CO)C=C1 (2-(4-chlorobenzyl)-3-hydroxypropanenitrile), N1C=NC=C1 (imidazole). Solvent: CC(C)O (2-propanol), CC(C)O (2-propanol), CN(C)C=O (DMF), CN(C)C=O (DMF). Reaction conditions: time 8 hour. Product: [Si](C)(C)(C(C)(C)C)OCC(C#N)CC1=CC=C(C=C1)Cl (3-(tert-butyldimethylsilyloxy)-2-(4-chlorobenzyl)propanenitrile). The yield is 64.9%. RXN SMILES: [Cl:1][C:2]1[CH:7]=[CH:6][C:5]([CH:8]=[C:9]([C:15]#[N:16])[C:10]([O:12]CC)=O)=[CH:4][CH:3]=1.[BH4-].[Na+].[Si:19](Cl)([C:22]([CH3:25])([CH3:24])[CH3:23])([CH3:21])[CH3:20].ClC1C=CC(CC(CO)C#N)=CC=1.N1C=CN=C1>CC(O)C.CN(C=O)C>[Si:19]([O:12][CH2:10][CH:9]([CH2:8][C:5]1[CH:4]=[CH:3][C:2]([Cl:1])=[CH:7][CH:6]=1)[C:15]#[N:16])([C:22]([CH3:25])([CH3:24])[CH3:23])([CH3:21])[CH3:20] |f:1.2|. Procedure: A solution of ethyl 3-(4-chlorophenyl)-2-cyanoacrylate (6.2 g, 26 mmol) in 2-propanol (80 mL) was added dropwise to a stirred suspension of NaBH4 (2.8 g, 74 mmol) in 2-propanol (20 mL). The mixture was stirred at room temperature overnight. Excess NaBH4 was destroyed with saturated NH4Cl, and most of the 2-propanol was removed in vacuo. The residue was partitioned between EtOAc and water. The aqueous layer was extracted with EtOAc. The combined organic layers were washed with brine, dried and co... Starting materials: O=S(=O)(O)Cl, ClCCl, c1ccc2c(c1)Sc1ccccc1S2. The product is O=S(=O)(O)c1ccc2c(c1)Sc1ccccc1S2. As a reaction SMILES: [Cl:15][S:16](=[O:17])(=[O:18])[OH:19].[Cl:20][CH2:21][Cl:22].[cH:1]1[cH:2][cH:3][cH:4][c:5]2[c:14]1[S:13][c:12]1[c:7]([cH:8][cH:9][cH:10][cH:11]1)[S:6]2>>[cH:1]1[cH:2][cH:3][cH:4][c:5]2[c:14]1[S:13][c:12]1[c:7]([cH:8][cH:9][c:10]([S:16](=[O:17])(=[O:18])[OH:19])[cH:11]1)[S:6]2. The reactants are O=C(OOC(=O)c1ccccc1)c1ccccc1, ClC(Cl)(Cl)Cl, O=C1CCC(=O)N1Cl, Cc1cc(Cl)nc(Cl)n1. Product: ClCc1cc(Cl)nc(Cl)n1. Reaction SMILES: [C:18]([O:19][O:20][C:21](=[O:22])[c:23]1[cH:24][cH:25][cH:26][cH:27][cH:28]1)(=[O:29])[c:30]1[cH:31][cH:32][cH:33][cH:34][cH:35]1.[C:36]([Cl:37])([Cl:38])([Cl:39])[Cl:40].[Cl:10][N:11]1[C:12](=[O:13])[CH2:14][CH2:15][C:16]1=[O:17].[Cl:1][c:2]1[n:3][c:4]([CH3:9])[cH:5][c:6]([Cl:8])[n:7]1>>[Cl:1][c:2]1[n:3][c:4]([CH2:9][Cl:10])[cH:5][c:6]([Cl:8])[n:7]1.